From a dataset of the Open Reaction Database (ORD), a public repository of structured organic reaction records. describe an organic reaction: reactants, conditions, products, and yield The reactants are CC1(C(C=C(CC1)C)C)C=O (1,2,4-trimethyl-3-cyclohexene-1-carboxaldehyde), C(C)(C)[Mg]Br (isopropylmagnesium bromide). Yields the product CC(C(O)C1(C(C=C(CC1)C)C)C)C (2-methyl-1-(1,2,4-trimethyl-3-cyclohexen-1-yl)-1-propanol). RXN SMILES: [CH3:1][C:2]1([CH:10]=[O:11])[CH2:7][CH2:6][C:5]([CH3:8])=[CH:4][CH:3]1[CH3:9].[CH:12]([Mg]Br)([CH3:14])[CH3:13]>>[CH3:13][CH:12]([CH3:14])[CH:10]([C:2]1([CH3:1])[CH2:7][CH2:6][C:5]([CH3:8])=[CH:4][CH:3]1[CH3:9])[OH:11]. Procedure: 2-methyl-1-(1,2,4-trimethyl-3-cyclohexen-1-yl)-1-propanol (compound 1) was prepared from 1,2,4-trimethyl-3-cyclohexene-1-carboxaldehyde and isopropylmagnesium bromide (reaction 1 above). Starting materials: NC=1C=C(C=NC1)CCC=1C=C(C=CC1OC)NC1=NC(=NC=C1Cl)Cl (N-{3-[2-(5-aminopyridin-3-yl)ethyl]-4-methoxyphenyl}-2,5-dichloropyrimidin-4-amine), O1CCOCC1 (1,4-dioxane), C([O-])([O-])=O.[Cs+].[Cs+] (cesium carbonate). The reagents and catalysts are C(C)(=O)[O-].[Pd+2].C(C)(=O)[O-] (palladium acetate), CC1(C2=CC=CC(=C2OC=2C(=CC=CC12)P(C1=CC=CC=C1)C1=CC=CC=C1)P(C1=CC=CC=C1)C1=CC=CC=C1)C ((9,9-dimethyl-9H-xanthene-4,5-diyl)bis(diphenylphosphine)). Run in CN(C=O)C (N,N-dimethylformamide). The product is ClC=1C=NC=2NC=3C=NC=C(CCC4=C(C=CC(NC1N2)=C4)OC)C3 (6-Chloro-12-methoxy-2,4,8,18,22-pentaazatetracyclo[14.3.1.1(3,7).1(9,13)]docosa-1(20),3(22),4,6,9(21),10,12,16,18-nonaene). Yield: 85.2%. Reaction SMILES: [NH2:1][C:2]1[CH:3]=[C:4]([CH2:8][CH2:9][C:10]2[CH:11]=[C:12]([NH:18][C:19]3[C:24]([Cl:25])=[CH:23][N:22]=[C:21](Cl)[N:20]=3)[CH:13]=[CH:14][C:15]=2[O:16][CH3:17])[CH:5]=[N:6][CH:7]=1.O1CCOCC1.C(=O)([O-])[O-].[Cs+].[Cs+]>C([O-])(=O)C.[Pd+2].C([O-])(=O)C.CC1(C)C2C=CC=C(P(C3C=CC=CC=3)C3C=CC=CC=3)C=2OC2C1=CC=CC=2P(C1C=CC=CC=1)C1C=CC=CC=1.CN(C)C=O>[Cl:25][C:24]1[CH:23]=[N:22][C:21]2[NH:1][C:2]3[CH:7]=[N:6][CH:5]=[C:4]([CH:3]=3)[CH2:8][CH2:9][C:10]3[CH:11]=[C:12]([NH:18][C:19]=1[N:20]=2)[CH:13]=[CH:14][C:15]=3[O:16][CH3:17] |f:2.3.4,5.6.7|. Procedure details: Into the reaction was added N-{3-[2-(5-aminopyridin-3-yl)ethyl]-4-methoxyphenyl}-2,5-dichloropyrimidin-4-amine (1.75 g, 4.48 mmol), 1,4-dioxane (29 mL), N,N-dimethylformamide (29 mL), palladium acetate (30 mg, 0.1 mmol), (9,9-dimethyl-9H-xanthene-4,5-diyl)bis(diphenylphosphine) (90 mg, 0.2 mmol), and cesium carbonate (2.92 g, 8.97 mmol). The mixture was degassed with N2 bubbling and then microwaved at 150° C. for 20 min. After concentration to remove the solvent, 20 mL of water was added to the ... Starting materials: CC(C)(C)OC(=O)NN, CCN(C(C)C)C(C)C, O=C(O)c1ccc([N+](=O)[O-])cc1F, CN(C)C=O. Yields the product CC(C)(C)OC(=O)NNC(=O)c1ccc([N+](=O)[O-])cc1F. Reaction SMILES: [C:23]([NH:24][NH2:25])(=[O:26])[O:27][C:28]([CH3:29])([CH3:30])[CH3:31].[CH:1]([N:2]([CH2:3][CH3:4])[CH:5]([CH3:6])[CH3:7])([CH3:8])[CH3:9].[F:10][c:11]1[c:12]([C:13](=[O:14])[OH:15])[cH:16][cH:17][c:18]([N+:20](=[O:21])[O-:22])[cH:19]1.[O:32]=[CH:33][N:34]([CH3:35])[CH3:36]>>[F:10][c:11]1[c:12]([C:13](=[O:15])[NH:25][NH:24][C:23](=[O:26])[O:27][C:28]([CH3:29])([CH3:30])[CH3:31])[cH:16][cH:17][c:18]([N+:20](=[O:21])[O-:22])[cH:19]1.